Dataset: the Open Reaction Database (ORD), a public repository of structured organic reaction records. Task: describe an organic reaction: reactants, conditions, products, and yield Starting materials: [OH-].[Na+] (NaOH), N[C@@H](CCC(=O)O)C(=O)O (L-glutamic acid), ClC(=O)OCC1=CC=CC=C1 (Benzyl chloroformate), [OH-].[Na+] (NaOH). Run in O (H2O). Product: C1(=CC=CC=C1)COC(=O)N[C@@H](CCC(=O)O)C(=O)O (N-[(Phenylmethoxy)carbonyl]-L-glutamic Acid). Isolated yield 86.9%. Reaction SMILES: [NH2:1][C@H:2]([C:8]([OH:10])=[O:9])[CH2:3][CH2:4][C:5]([OH:7])=[O:6].[OH-].[Na+].Cl[C:14]([O:16][CH2:17][C:18]1[CH:23]=[CH:22][CH:21]=[CH:20][CH:19]=1)=[O:15]>O>[C:18]1([CH2:17][O:16][C:14]([NH:1][C@H:2]([C:8]([OH:10])=[O:9])[CH2:3][CH2:4][C:5]([OH:7])=[O:6])=[O:15])[CH:23]=[CH:22][CH:21]=[CH:20][CH:19]=1 |f:1.2|. Procedure details: A suspension of L-glutamic acid (23.5 g; 160 mmol) in H2O (100 mL) was stirred, maintaining the pH at 8.5 with 10 M NaOH until complete dissolution. Benzyl chloroformate (35 g; 205 mmol) was added over 15 min to the clear solution. The mixture was stirred, maintaining the pH at 9 by adding 10 M NaOH until the reaction was complete. The cloudy mixture was washed with Et2O (3×150 mL) and then the pH of the resulting solution was adjusted to 2.1 with 1 M HCl. The cloudy aqueous mixture was extracte... The reactants are CC[Si](CC)(CC)c1[nH]c2cc(Cl)c(C)cc2c1CCBr, [N-]=[N+]=[N-], [Na+], CN(C)C=O. Product: CC[Si](CC)(CC)c1[nH]c2cc(Cl)c(C)cc2c1CCN=[N+]=[N-]. RXN SMILES: [Br:1][CH2:2][CH2:3][c:4]1[c:5]([Si:15]([CH2:16][CH3:17])([CH2:18][CH3:19])[CH2:20][CH3:21])[nH:6][c:7]2[cH:8][c:9]([Cl:14])[c:10]([CH3:13])[cH:11][c:12]12.[N-:23]=[N+:24]=[N-:25].[Na+:22].[O:26]=[CH:27][N:28]([CH3:29])[CH3:30]>>[CH2:2]([CH2:3][c:4]1[c:5]([Si:15]([CH2:16][CH3:17])([CH2:18][CH3:19])[CH2:20][CH3:21])[nH:6][c:7]2[cH:8][c:9]([Cl:14])[c:10]([CH3:13])[cH:11][c:12]12)[N:23]=[N+:24]=[N-:25]. Reactants: O, COC(=O)c1ccc(Cl)cc1SCCC(=O)O. Product: COC(=O)c1ccc(Cl)c2c1SCCC2=O. RXN SMILES: [OH2:18].[OH:1][C:2](=[O:3])[CH2:4][CH2:5][S:6][c:7]1[c:8]([C:9](=[O:10])[O:11][CH3:12])[cH:13][cH:14][c:15]([Cl:17])[cH:16]1>>[C:2]1(=[O:3])[CH2:4][CH2:5][S:6][c:7]2[c:8]([C:9](=[O:10])[O:11][CH3:12])[cH:13][cH:14][c:15]([Cl:17])[c:16]21. Procedure: The starting material is prepared as follows: The solution of 1.5 g of 11-(N-methylaminomethyl)-10,11-dihydro-5H-pyrrolo[2,1-c][1,4]benzodiazepine (Example 1) in 7.5 ml of methyl acrylate is stirred at room temperature for 24 hours and the excess reagent is evaporated to yield the 11-(N-methyl-N-methoxycarbonylethylamino-methyl)-10,11-dihydro-5H-pyrrolo[2,1-c][1,4]benzodiazepine as an oil, which is chromatographed on silica gel and eluted with 2% methanol-methylene chloride. As a reaction SMILES: [CH3:1][NH:2][CH2:3][CH:4]1[C:10]2=[CH:11][CH:12]=[CH:13][N:9]2[CH2:8][C:7]2[CH:14]=[CH:15][CH:16]=[CH:17][C:6]=2[NH:5]1.[C:18]([O:22][CH3:23])(=[O:21])[CH:19]=[CH2:20]>>[CH3:1][N:2]([CH2:3][CH:4]1[C:10]2=[CH:11][CH:12]=[CH:13][N:9]2[CH2:8][C:7]2[CH:14]=[CH:15][CH:16]=[CH:17][C:6]=2[NH:5]1)[CH2:20][CH2:19][C:18]([O:22][CH3:23])=[O:21]. The product is CN(CCC(=O)OC)CC1NC2=C(CN3C1=CC=C3)C=CC=C2 (11-(N-methyl-N-methoxycarbonylethylamino-methyl)-10,11-dihydro-5H-pyrrolo[2,1-c][1,4]benzodiazepine). Starting materials: CNCC1NC2=C(CN3C1=CC=C3)C=CC=C2 (11-(N-methylaminomethyl)-10,11-dihydro-5H-pyrrolo[2,1-c][1,4]benzodiazepine), C(C=C)(=O)OC (methyl acrylate). The product is CC(CCCO)C1CCC2C3C(O)CC4CC(O)CCC4(C)C3CCC12C. Reactants: C1CCOC1, [CH3], CC(CCC(=O)[O-])C1CCC2C3C(O)CC4CC(O)CCC4(C)C3CCC12C, O. RXN SMILES: [CH2:31]1[O:32][CH2:33][CH2:34][CH2:35]1.[CH3:1].[CH:2]12[CH2:3][CH:4]([OH:5])[CH2:6][CH2:7][C:8]1([CH3:9])[CH:10]1[CH2:11][CH2:12][C:13]3([CH3:14])[CH:15]([CH:23]([CH3:24])[CH2:25][CH2:26][C:27]([O-:28])=[O:29])[CH2:16][CH2:17][CH:18]3[CH:19]1[CH:20]([OH:21])[CH2:22]2.[OH2:30]>>[CH:2]12[CH2:3][CH:4]([OH:5])[CH2:6][CH2:7][C:8]1([CH3:9])[CH:10]1[CH2:11][CH2:12][C:13]3([CH3:14])[CH:15]([CH:23]([CH3:24])[CH2:25][CH2:26][CH2:27][OH:28])[CH2:16][CH2:17][CH:18]3[CH:19]1[CH:20]([OH:21])[CH2:22]2. The reactants are CC1=NC(=CC=C1OC1=CC(=NC=C1)NC(=O)N1CCCC1)[N+](=O)[O-] (N-(4-((2-methyl-6-nitropyridin-3-yl)oxy)pyridin-2-yl)pyrrolidine-1-carboxamide), [NH4+].[Cl-] (NH4Cl). The reagents and catalysts are [Zn] (zinc). Run in CO (MeOH), C1CCOC1 (THF), CCOC(=O)C (EtOAc). Conditions: time 8 hour. Product: NC1=CC=C(C(=N1)C)OC1=CC(=NC=C1)NC(=O)N1CCCC1 (N-(4-((6-amino-2-methylpyridin-3-yl)oxy)pyridin-2-yl)pyrrolidine-1-carboxamide). The yield is 100.1%. RXN SMILES: [CH3:1][C:2]1[C:7]([O:8][C:9]2[CH:14]=[CH:13][N:12]=[C:11]([NH:15][C:16]([N:18]3[CH2:22][CH2:21][CH2:20][CH2:19]3)=[O:17])[CH:10]=2)=[CH:6][CH:5]=[C:4]([N+:23]([O-])=O)[N:3]=1.[NH4+].[Cl-]>CO.C1COCC1.CCOC(C)=O.[Zn]>[NH2:23][C:4]1[N:3]=[C:2]([CH3:1])[C:7]([O:8][C:9]2[CH:14]=[CH:13][N:12]=[C:11]([NH:15][C:16]([N:18]3[CH2:22][CH2:21][CH2:20][CH2:19]3)=[O:17])[CH:10]=2)=[CH:6][CH:5]=1 |f:1.2|. Reported procedure: A mixture of N-(4-((2-methyl-6-nitropyridin-3-yl)oxy)pyridin-2-yl)pyrrolidine-1-carboxamide (0.720 g, 2.097 mmol) and NH4Cl (3.37 g, 62.9 mmol) in MeOH (10 mL) and THF (10 mL) was treated with zinc dust (1.371 g, 20.97 mmol) and stirred at RT overnight. The mixture was diluted with EtOAc, the solids removed via filtration and the filtrate concentrated to dryness to afford N-(4-((6-amino-2-methylpyridin-3-yl)oxy)pyridin-2-yl)pyrrolidine-1-carboxamide (658 mg, 100%). MS (ESI) m/z: 314.2 (M+H+). The reactants are BrCC(=O)C1=CC(=C(C=C1)Cl)S(N(C)C)(=O)=O (2-bromo-4'-chloro-3'-dimethylsulfamoylacetophenone), OC1=CC=C(C=C1)NC(=S)NC (1-(4-hydroxyphenyl)-3-methyl-thiourea). Run in CC(=O)C (acetone), CC(=O)C (acetone), C(C)O (ethanol), C(C)(=O)OCC (ethyl acetate), C(C)(=O)OCC (ethyl acetate), C(C)O (ethanol). Conditions: time 2.5 hour. Yields the product Br.ClC1=C(C=C(C=C1)C1(N(C(SC1)=NC1=CC=C(C=C1)O)C)O)S(N(C)C)(=O)=O (4-(4-Chloro-3-dimethylsulfamoylphenyl)-2-(4-hydroxyphenylimino)-3-methyl-thiazolidin-4-ol hydrobromide). RXN SMILES: [Br:1][CH2:2][C:3]([C:5]1[CH:10]=[CH:9][C:8]([Cl:11])=[C:7]([S:12](=[O:17])(=[O:16])[N:13]([CH3:15])[CH3:14])[CH:6]=1)=[O:4].[OH:18][C:19]1[CH:24]=[CH:23][C:22]([NH:25][C:26]([NH:28][CH3:29])=[S:27])=[CH:21][CH:20]=1>CC(C)=O.C(O)C.C(OCC)(=O)C>[BrH:1].[Cl:11][C:8]1[CH:9]=[CH:10][C:5]([C:3]2([OH:4])[CH2:2][S:27][C:26](=[N:25][C:22]3[CH:23]=[CH:24][C:19]([OH:18])=[CH:20][CH:21]=3)[N:28]2[CH3:29])=[CH:6][C:7]=1[S:12](=[O:17])(=[O:16])[N:13]([CH3:15])[CH3:14] |f:5.6|. Procedure details: 6.8 g (0.02 mole) of 2-bromo-4'-chloro-3'-dimethylsulfamoylacetophenone are dissolved in 60 ml of acetone or 150 ml of ethanol or 50 ml of ethyl acetate and, after addition of a solution of 3.7 g (0.022 mole) of 1-(4-hydroxyphenyl)-3-methyl-thiourea in 60 ml of acetone or 50 ml of ethanol or 100 ml of ethyl acetate, the solution is stirred at room temperature for 1 to 4 hours, the crystals are filtered off and, after washing with a little acetone and ether, dried in a cool stream of air or in va... Starting materials: C(C=C)NC(C(=O)OC)C (methyl 2-allylaminopropionate), ClC=1C=C(C=C(C1)Cl)N=C=O (3,5-dichlorophenylisocyanate). Solvent: C1(=CC=CC=C1)C (toluene). The product is ClC=1C=C(C=C(C1)Cl)N1C(N(C(C1=O)C)CC=C)=O (3-(3,5-Dichlorophenyl)-1-allyl-5-methyl-2,4-imidazolidinedione). The yield is 114.5%. RXN SMILES: [CH2:1]([NH:4][CH:5]([CH3:10])[C:6]([O:8]C)=O)[CH:2]=[CH2:3].[Cl:11][C:12]1[CH:13]=[C:14]([N:19]=[C:20]=[O:21])[CH:15]=[C:16]([Cl:18])[CH:17]=1>C1(C)C=CC=CC=1>[Cl:11][C:12]1[CH:13]=[C:14]([N:19]2[C:6](=[O:8])[CH:5]([CH3:10])[N:4]([CH2:1][CH:2]=[CH2:3])[C:20]2=[O:21])[CH:15]=[C:16]([Cl:18])[CH:17]=1. Procedure details: To a solution of 10.5 g (0.073 mole) of methyl 2-allylaminopropionate in 50 ml of toluene is added 15 g (0.08 mole) of 3,5-dichlorophenylisocyanate in small portions. The resulting mixture is heated to reflux for 2 hours. The reaction mixture is cooled and filtered. The filtrate is concentrated under vacuum to give 25 g of a yellow oil. This material is further purified by passing it through a silica gel column using 40/60 ethyl acetate/hexane as the solvent followed by trituration with hexane/e...